This data is from the Open Reaction Database (ORD), a public repository of structured organic reaction records. The task is: describe an organic reaction: reactants, conditions, products, and yield The reactants are [N+](=O)([O-])C1=CC=C(C=N1)OC1=CC(=NC=C1)C=1C=NC(=CC1)C(F)(F)F (4-((6-nitropyridin-3-yl)oxy)-6′-(trifluoromethyl)-2,3′-bipyridine). The reagents and catalysts are [Pd] (Pd/C). Run in CO (MeOH). Product: FC(C1=CC=C(C=N1)C1=NC=CC(=C1)OC=1C=CC(=NC1)N)(F)F (5-((6′-(trifluoromethyl)-[2,3′-bipyridin]-4-yl)oxy)pyridin-2-amine). Yield: 38.8%. RXN SMILES: [N+:1]([C:4]1[N:9]=[CH:8][C:7]([O:10][C:11]2[CH:16]=[CH:15][N:14]=[C:13]([C:17]3[CH:18]=[N:19][C:20]([C:23]([F:26])([F:25])[F:24])=[CH:21][CH:22]=3)[CH:12]=2)=[CH:6][CH:5]=1)([O-])=O>CO.[Pd]>[F:26][C:23]([F:24])([F:25])[C:20]1[N:19]=[CH:18][C:17]([C:13]2[CH:12]=[C:11]([O:10][C:7]3[CH:6]=[CH:5][C:4]([NH2:1])=[N:9][CH:8]=3)[CH:16]=[CH:15][N:14]=2)=[CH:22][CH:21]=1. Reported procedure: A solution of 4-((6-nitropyridin-3-yl)oxy)-6′-(trifluoromethyl)-2,3′-bipyridine (0.177 g, 0.489 mmol) in MeOH (10 mL) was treated with 10% Pd/C (50% wet, 0.052 g, 0.049 mmol) and hydrogenated (1 atm) for 5 h. The solid was removed via filtration through diatomaceous earth, and the filtrate was concentrated to dryness and purified via silica gel chromatography (MeOH/EtOAc) to afford 5-((6′-(trifluoromethyl)-[2,3′-bipyridin]-4-yl)oxy)pyridin-2-amine (63 mg, 39%). 1H NMR (400 MHz, DMSO-d6): δ 9.39 ...